describe an organic reaction: reactants, conditions, products, and yield From a dataset of the Open Reaction Database (ORD), a public repository of structured organic reaction records. Starting materials: CS(=O)(=O)C1=CC=C(C=C1)C#CCF (1-(4-Methylsulfonylphenyl)-3-Fluoro-1-Propyne), N1=CC=CC=C1 (pyridine), [H][H] (hydrogen), N1=CC=CC=C1 (pyridine). The reagents and catalysts are [Pd].CC(=O)[O-].CC(=O)[O-].[Pb+2] (Lindlar catalyst), [Pd] (palladium on calcium carbonate), [Pd].CC(=O)[O-].CC(=O)[O-].[Pb+2] (Lindlar catalyst). Solvent: C(C)(=O)OCC (ethyl acetate). The product is CS(=O)(=O)C1=CC=C(C=C1)C\C=C/F (cis-1-(4-Methylsulfonylphenyl)-3-Fluoro-2-Propene). Yield: 99.3%. RXN SMILES: N1C=CC=CC=1.[CH3:7][S:8]([C:11]1[CH:16]=[CH:15][C:14]([C:17]#[C:18][CH2:19][F:20])=[CH:13][CH:12]=1)(=[O:10])=[O:9].[H][H]>[Pd].CC([O-])=O.CC([O-])=O.[Pb+2].C(OCC)(=O)C.[Pd]>[CH3:7][S:8]([C:11]1[CH:16]=[CH:15][C:14]([CH2:17]/[CH:18]=[CH:19]\[F:20])=[CH:13][CH:12]=1)(=[O:10])=[O:9] |f:3.4.5.6|. Procedure details: cis-hydrogenation using Lindlar catalyst and pyridine: Stir a mixture of 533 mg, 2.51 mmoles of the title compound of Example 1 (recrystallized from dichloromethane-hexane), 211 mg, 2.67 mmoles of pyridine and 127 mg of Lindlar catalyst (palladium on calcium carbonate, poisoned with lead (obtained from Aldrich) in 25 mL of ethyl acetate under hydrogen at atomospheric pressure at 26° C. for 1 hr until the theoretical amount of hydrogen (62 mL) is consumed. Remove the catalyst by filtration and wa... Starting materials: CCO, Cc1cc(C)n(-c2ccc(Cl)nn2)n1, Cl, NNCCO. As a reaction SMILES: [CH3:21][CH2:22][OH:23].[Cl:1][c:2]1[n:3][n:4][c:5](-[n:8]2[n:9][c:10]([CH3:14])[cH:11][c:12]2[CH3:13])[cH:6][cH:7]1.[ClH:20].[OH:15][CH2:16][CH2:17][NH:18][NH2:19]>>[c:2]1([NH:19][NH:18][CH2:17][CH2:16][OH:15])[n:3][n:4][c:5](-[n:8]2[n:9][c:10]([CH3:14])[cH:11][c:12]2[CH3:13])[cH:6][cH:7]1. Product: Cc1cc(C)n(-c2ccc(NNCCO)nn2)n1. The reactants are CCOCOc1ccc(C(F)(F)C(F)(F)F)cc1, CC(C)=O, Cl, O. Yields the product Oc1ccc(C(F)(F)C(F)(F)F)cc1. RXN SMILES: [CH2:1]([O:2][CH2:3][O:5][c:6]1[cH:7][cH:8][c:9]([C:12]([C:13]([F:14])([F:15])[F:16])([F:17])[F:18])[cH:10][cH:11]1)[CH3:4].[CH3:19][C:20](=[O:21])[CH3:22].[ClH:23].[OH2:24]>>[OH:5][c:6]1[cH:7][cH:8][c:9]([C:12]([C:13]([F:14])([F:15])[F:16])([F:17])[F:18])[cH:10][cH:11]1. Starting materials: C1(C=2C(C(N1C(CC)C1=C3C(=NNC3=CC=C1)C1=CC=CC=C1)=O)=CC=CC2)=O (1-phthalimidopropyl-3-phenylindazole), O.NN (hydrazine hydrate). Product: NC(CC)C1=C2C(=NNC2=CC=C1)C1=CC=CC=C1 (1-aminopropyl-3-phenylindazole). Isolated yield 96.1%. Reaction SMILES: C1(=O)[N:5]([CH:6]([C:9]2[CH:17]=[CH:16][CH:15]=[C:14]3[C:10]=2[C:11]([C:18]2[CH:23]=[CH:22][CH:21]=[CH:20][CH:19]=2)=[N:12][NH:13]3)[CH2:7][CH3:8])C(=O)C2=CC=CC=C12.O.NN>>[NH2:5][CH:6]([C:9]1[CH:17]=[CH:16][CH:15]=[C:14]2[C:10]=1[C:11]([C:18]1[CH:23]=[CH:22][CH:21]=[CH:20][CH:19]=1)=[N:12][NH:13]2)[CH2:7][CH3:8] |f:1.2|. Procedure details: By the procedure similar to that described in Example 33, 1-phthalimidopropyl-3-phenylindazole (6.0 g) and hydrazine hydrate (2.0 g) were treated to obtain 3.8 g of 1-aminopropyl-3-phenylindazole as an oily product. Product: FC(CN(C(COC=1OC2=C(N1)C=CC=C2)=O)C)(F)F (N-(2,2,2-trifluoroethyl)-N-methyl-benzoxazol-2-yl-oxy-acetic acid amide). The yield is 52.0%. The solvent is C(C)#N (acetonitrile). Reaction conditions: temperature 20 celsius, time 15 hour. Reported procedure: 17.1 g (0.1 mol) of N-(2,2,2-trifluoroethyl)-N-methyl-hydroxyacetic acid amide and 7 g of potassium hydroxide powder were initially introduced into 100 ml of acetonitrile at 20° C., and 15.3 g (0.1 mol) of 2-chlorobenzoxazole were added at a temperature between 20° and 40° C. The reaction mixture was stirred at 40° C. for one hour and at 20° C. for a further 15 hours and was concentrated and the concentrate was shaken with toluene and water. The organic phase was washed with dilute sodium hydrox... Reaction SMILES: [F:1][C:2]([F:11])([F:10])[CH2:3][N:4]([CH3:9])[C:5](=[O:8])[CH2:6][OH:7].[OH-].[K+].Cl[C:15]1[O:16][C:17]2[CH:23]=[CH:22][CH:21]=[CH:20][C:18]=2[N:19]=1>C(#N)C>[F:1][C:2]([F:10])([F:11])[CH2:3][N:4]([CH3:9])[C:5](=[O:8])[CH2:6][O:7][C:15]1[O:16][C:17]2[CH:23]=[CH:22][CH:21]=[CH:20][C:18]=2[N:19]=1 |f:1.2|. Reactants: FC(CN(C(CO)=O)C)(F)F (N-(2,2,2-trifluoroethyl)-N-methyl-hydroxyacetic acid amide), [OH-].[K+] (potassium hydroxide), ClC=1OC2=C(N1)C=CC=C2 (2-chlorobenzoxazole). The reactants are C1(=CC=CC=C1)OC (anisole), C1(=CC=CS1)C(=O)Cl (2-thenoyl chloride), FC(S(=O)(=O)[O-])(F)F.[Yb+3].FC(S(=O)(=O)[O-])(F)F.FC(S(=O)(=O)[O-])(F)F (ytterbium(III) trifluoromethanesulfonate). The solvent is [N+](=O)([O-])C (nitromethane). Run at temperature 60 celsius, time 8 hour. The product is S1C(=CC=C1)C(=O)C1=CC=C(C=C1)OC (4-Methoxyphenyl 2-thienyl ketone). Isolated yield 44.2%. As a reaction SMILES: [C:1]1([O:7][CH3:8])[CH:6]=[CH:5][CH:4]=[CH:3][CH:2]=1.[C:9]1([C:14](Cl)=[O:15])[S:13][CH:12]=[CH:11][CH:10]=1.FC(F)(F)S([O-])(=O)=O.[Yb+3].FC(F)(F)S([O-])(=O)=O.FC(F)(F)S([O-])(=O)=O>[N+](C)([O-])=O>[S:13]1[CH:12]=[CH:11][CH:10]=[C:9]1[C:14]([C:4]1[CH:5]=[CH:6][C:1]([O:7][CH3:8])=[CH:2][CH:3]=1)=[O:15] |f:2.3.4.5|. Procedure details: To commercially available nitromethane (10 ml) were added commercially available anisole (1.081 g), commercially available 2-thenoyl chloride (1.466 g) and commercially available ytterbium(III) trifluoromethanesulfonate (620 mg), and the admixture was stirred at 60° C. for 8 hours. The reaction mixture was treated in the same manner as described in Example 35 to obtain 965 mg of the title compound (yield: 44%). Starting materials: CN1CCN(C(=O)c2ccc(Br)cn2)CC1, COc1ccc(CN(Cc2ccc(OC)cc2)c2ncc(-c3nc(N4CCOCC4)nc4c3CCN4)cn2)cc1, COC(=O)c1ccc(Br)cc1. Product: COc1ccc(CN(Cc2ccc(OC)cc2)c2ncc(-c3nc(N4CCOCC4)nc4c3CCN4c3ccc(C(=O)N4CCN(C)CC4)nc3)cn2)cc1. Reaction SMILES: [Br:41][c:42]1[cH:43][cH:44][c:45]([C:48](=[O:49])[N:50]2[CH2:51][CH2:52][N:53]([CH3:56])[CH2:54][CH2:55]2)[n:46][cH:47]1.[CH3:1][O:2][c:3]1[cH:4][cH:5][c:6]([CH2:7][N:8]([c:9]2[n:10][cH:11][c:12](-[c:15]3[c:16]4[c:17]([n:18][c:19]([N:21]5[CH2:22][CH2:23][O:24][CH2:25][CH2:26]5)[n:20]3)[NH:27][CH2:28][CH2:29]4)[cH:13][n:14]2)[CH2:30][c:31]2[cH:32][cH:33][c:34]([O:37][CH3:38])[cH:35][cH:36]2)[cH:39][cH:40]1.[CH3:57][O:58][C:59](=[O:60])[c:61]1[cH:62][cH:63][c:64]([Br:65])[cH:66][cH:67]1>>[CH3:1][O:2][c:3]1[cH:4][cH:5][c:6]([CH2:7][N:8]([c:9]2[n:10][cH:11][c:12](-[c:15]3[c:16]4[c:17]([n:18][c:19]([N:21]5[CH2:22][CH2:23][O:24][CH2:25][CH2:26]5)[n:20]3)[N:27]([c:42]3[cH:43][cH:44][c:45]([C:48](=[O:49])[N:50]5[CH2:51][CH2:52][N:53]([CH3:56])[CH2:54][CH2:55]5)[n:46][cH:47]3)[CH2:28][CH2:29]4)[cH:13][n:14]2)[CH2:30][c:31]2[cH:32][cH:33][c:34]([O:37][CH3:38])[cH:35][cH:36]2)[cH:39][cH:40]1. The reactants are C1CCOC1, CN(C)C1CCNC1, C[Si](C)(C)[N-][Si](C)(C)C, ClC(Cl)Cl, CN(C)c1ccccc1-c1ccccc1P(C1CCCCC1)C1CCCCC1, [Li+], O=C(C=Cc1ccccc1)C=Cc1ccccc1, O=C(C=Cc1ccccc1)C=Cc1ccccc1, O=C(C=Cc1ccccc1)C=Cc1ccccc1, [Pd], [Pd], CC(NC(=O)c1ccc(-c2ccnc(Nc3cccc(Br)c3)n2)s1)c1ccccc1. Product: CC(NC(=O)c1ccc(-c2ccnc(Nc3cccc(N4CCC(N(C)C)C4)c3)n2)s1)c1ccccc1. As a reaction SMILES: [CH2:77]1[O:78][CH2:79][CH2:80][CH2:81]1.[CH3:31][N:32]([CH:33]1[CH2:34][NH:35][CH2:36][CH2:37]1)[CH3:38].[CH3:67][Si:68]([N-:69][Si:70]([CH3:71])([CH3:72])[CH3:73])([CH3:74])[CH3:75].[CH:138]([Cl:139])([Cl:140])[Cl:141].[CH:39]1([P:40]([CH:41]2[CH2:42][CH2:43][CH2:44][CH2:45][CH2:46]2)[c:47]2[cH:48][cH:49][cH:50][cH:51][c:52]2-[c:53]2[cH:54][cH:55][cH:56][cH:57][c:58]2[N:59]([CH3:60])[CH3:61])[CH2:62][CH2:63][CH2:64][CH2:65][CH2:66]1.[Li+:76].[O:102]=[C:103]([CH:104]=[CH:105][c:106]1[cH:107][cH:108][cH:109][cH:110][cH:111]1)[CH:112]=[CH:113][c:114]1[cH:115][cH:116][cH:117][cH:118][cH:119]1.[O:120]=[C:121]([CH:122]=[CH:123][c:124]1[cH:125][cH:126][cH:127][cH:128][cH:129]1)[CH:130]=[CH:131][c:132]1[cH:133][cH:134][cH:135][cH:136][cH:137]1.[O:84]=[C:85]([CH:86]=[CH:87][c:88]1[cH:89][cH:90][cH:91][cH:92][cH:93]1)[CH:94]=[CH:95][c:96]1[cH:97][cH:98][cH:99][cH:100][cH:101]1.[Pd:82].[Pd:83].[c:1]1([CH:7]([CH3:8])[NH:9][C:10](=[O:11])[c:12]2[s:13][c:14](-[c:17]3[n:18][c:19]([NH:23][c:24]4[cH:25][c:26]([Br:30])[cH:27][cH:28][cH:29]4)[n:20][cH:21][cH:22]3)[cH:15][cH:16]2)[cH:2][cH:3][cH:4][cH:5][cH:6]1>>[c:1]1([CH:7]([CH3:8])[NH:9][C:10](=[O:11])[c:12]2[s:13][c:14](-[c:17]3[n:18][c:19]([NH:23][c:24]4[cH:25][c:26]([N:35]5[CH2:34][CH:33]([N:32]([CH3:31])[CH3:38])[CH2:37][CH2:36]5)[cH:27][cH:28][cH:29]4)[n:20][cH:21][cH:22]3)[cH:15][cH:16]2)[cH:2][cH:3][cH:4][cH:5][cH:6]1.